Dataset: the Open Reaction Database (ORD), a public repository of structured organic reaction records. Task: describe an organic reaction: reactants, conditions, products, and yield Starting materials: Cc1c(C(=O)O)cnn1C, CCO, N#Cc1cc(N)ccc1N1CCCCC1, On1nnc2ccccc21. Product: Cc1c(C(=O)Nc2ccc(N3CCCCC3)c(C#N)c2)cnn1C. As a reaction SMILES: [CH3:1][n:2]1[n:3][cH:4][c:5]([C:8](=[O:9])[OH:10])[c:6]1[CH3:7].[CH3:36][CH2:37][OH:38].[NH2:21][c:22]1[cH:23][cH:24][c:25]([N:30]2[CH2:31][CH2:32][CH2:33][CH2:34][CH2:35]2)[c:26]([C:27]#[N:28])[cH:29]1.[OH:11][n:12]1[c:13]2[cH:14][cH:15][cH:16][cH:17][c:18]2[n:19][n:20]1>>[CH3:1][n:2]1[n:3][cH:4][c:5]([C:8](=[O:10])[NH:21][c:22]2[cH:23][cH:24][c:25]([N:30]3[CH2:31][CH2:32][CH2:33][CH2:34][CH2:35]3)[c:26]([C:27]#[N:28])[cH:29]2)[c:6]1[CH3:7]. Reactants: CCCCCC=CCC=CCC=CCC=CCCCC(=O)O, CN(C)c1ccccn1, ClCCl, COC(=O)c1cc(N)ccc1O. Product: CCCCCC=CCC=CCC=CCC=CCCCC(=O)Nc1ccc(O)c(C(=O)OC)c1. As a reaction SMILES: [C:13]([CH2:14][CH2:15][CH2:16][CH:17]=[CH:18][CH2:19][CH:20]=[CH:21][CH2:22][CH:23]=[CH:24][CH2:25][CH:26]=[CH:27][CH2:28][CH2:29][CH2:30][CH2:31][CH3:32])(=[O:33])[OH:34].[CH3:35][N:36]([c:37]1[cH:38][cH:39][cH:40][cH:41][n:42]1)[CH3:43].[Cl:44][CH2:45][Cl:46].[NH2:1][c:2]1[cH:3][cH:4][c:5]([OH:12])[c:6]([C:7](=[O:8])[O:9][CH3:10])[cH:11]1>>[NH:1]([c:2]1[cH:3][cH:4][c:5]([OH:12])[c:6]([C:7](=[O:8])[O:9][CH3:10])[cH:11]1)[C:13]([CH2:14][CH2:15][CH2:16][CH:17]=[CH:18][CH2:19][CH:20]=[CH:21][CH2:22][CH:23]=[CH:24][CH2:25][CH:26]=[CH:27][CH2:28][CH2:29][CH2:30][CH2:31][CH3:32])=[O:33]. Reaction SMILES: [C:27](=[O:28])([O-:29])[O-:30].[CH2:41]([O:42][CH2:43][CH3:44])[CH3:45].[CH3:15][c:16]1[n:17][c:18]2[c:23]([c:24](=[O:26])[nH:25]1)[CH2:22][CH2:21][CH2:20][CH2:19]2.[CH3:33][c:34]1[cH:35][cH:36][cH:37][cH:38][cH:39]1.[CH3:6][N:7]([CH3:8])[c:9]1[cH:10][cH:11][cH:12][cH:13][cH:14]1.[K+:31].[K+:32].[OH2:40].[P:1]([Cl:2])([Cl:3])([Cl:4])=[O:5]>>[Cl:3][c:24]1[c:23]2[c:18]([n:17][c:16]([CH3:15])[n:25]1)[CH2:19][CH2:20][CH2:21][CH2:22]2. Starting materials: O=C([O-])[O-], CCOCC, Cc1nc2c(c(=O)[nH]1)CCCC2, Cc1ccccc1, CN(C)c1ccccc1, [K+], [K+], O, O=P(Cl)(Cl)Cl. Yields the product Cc1nc(Cl)c2c(n1)CCCC2.